The task is: describe an organic reaction: reactants, conditions, products, and yield. This data is from the Open Reaction Database (ORD), a public repository of structured organic reaction records. Reactants: CC(=C)C1=CC(=CC=C1)C(C)(C)N=C=O (m-TMI), carbodiimides, C1(CCCCC1)N=C=O (cyclohexylisocyanate), isocyanates. Reaction conditions: temperature 150 celsius. Product: C1(CCCCC1)N=C=NC(C)(C)C1=CC(=CC=C1)C(=C)C (1-Cyclohexyl-3-[2-(3-isopropenylphenyl)-2-propyl]carbodiimide). Reaction SMILES: [CH3:1][C:2]([C:4]1[CH:9]=[CH:8][CH:7]=[C:6]([C:10]([N:13]=[C:14]=O)([CH3:12])[CH3:11])[CH:5]=1)=[CH2:3].[CH:16]1([N:22]=C=O)[CH2:21][CH2:20][CH2:19][CH2:18][CH2:17]1>>[CH:16]1([N:22]=[C:14]=[N:13][C:10]([C:6]2[CH:7]=[CH:8][CH:9]=[C:4]([C:2]([CH3:1])=[CH2:3])[CH:5]=2)([CH3:12])[CH3:11])[CH2:21][CH2:20][CH2:19][CH2:18][CH2:17]1. Reported procedure: We combined 0.0830 g TPAO, 60.41 g of m-TMI, and 25.04 g cyclohexylisocyanate. After heating at 150° C. for 7 hours, IR showed nearly complete conversion of isocyanates to carbodiimides. 1H--NMR indicated the desired product contaminated with 1,3-dicyclohexylcarbodiimide, and 1,3-bis[2-(3-isopropenylphenyl)-2propyl]carbodiimide.